From a dataset of the Open Reaction Database (ORD), a public repository of structured organic reaction records. describe an organic reaction: reactants, conditions, products, and yield Reactants: OC1=CC=C2C(=NC=NC2=C1)SC (7-Hydroxy-4-methylsulphanylquinazoline), N(=NC(=O)OCC)C(=O)OCC (diethyl azodicarboxylate), C1(=CC=CC=C1)P(C1=CC=CC=C1)C1=CC=CC=C1 (triphenylphosphine), OCCCN1CCOCC1 (4-(3-hydroxypropyl)morpholine). The solvent is C(Cl)Cl (methylene chloride). Reaction conditions: time 1 hour. Product: CSC1=NC=NC2=CC(=CC=C12)OCCCN1CCOCC1 (4-methylsulphanyl-7-(3-morpholinopropoxy)quinazoline). The yield is 48.9%. Reaction SMILES: [OH:1][C:2]1[CH:11]=[C:10]2[C:5]([C:6]([S:12][CH3:13])=[N:7][CH:8]=[N:9]2)=[CH:4][CH:3]=1.C1(P(C2C=CC=CC=2)C2C=CC=CC=2)C=CC=CC=1.O[CH2:34][CH2:35][CH2:36][N:37]1[CH2:42][CH2:41][O:40][CH2:39][CH2:38]1.N(C(OCC)=O)=NC(OCC)=O>C(Cl)Cl>[CH3:13][S:12][C:6]1[C:5]2[C:10](=[CH:11][C:2]([O:1][CH2:34][CH2:35][CH2:36][N:37]3[CH2:42][CH2:41][O:40][CH2:39][CH2:38]3)=[CH:3][CH:4]=2)[N:9]=[CH:8][N:7]=1. Reported procedure: 7-Hydroxy-4-methylsulphanylquinazoline (2.5 g, 13 mmol) was suspended in methylene chloride (65 ml), triphenylphosphine (4.45 g, 17 mmol) was added followed by 4-(3-hydroxypropyl)morpholine (2.47 g, 17 mmol), (Bull Soc. Chim. Fr. 1962, 1117), and diethyl azodicarboxylate (2.92 g, 17 mmol) dropwise. After stirring for 1 hour the volatiles were removed by evaporation and the residue was partitioned between ethyl acetate/ether (20 ml/20 ml) and 1M hydrogen chloride (20 ml). The aqueous layer was se... Starting materials: COC([C@@H](NCC(C)(C)SCC1=CC=C(C=C1)OC)CS)=O (N-[2-(4-methoxybenzylthio)-2-methylpropyl]-L-cysteine methyl ester), C(=O)(N1C=NC=C1)N1C=NC=C1 (carbonyldiimidazole), Cl (hydrochloric acid). Solvent: CN(C=O)C (dimethylformamide). Run at time 2.5 hour. The product is COC1=CC=C(CSC(CN2C(SC[C@H]2C(=O)OC)=O)(C)C)C=C1 ((4R)-3-[2-(4-methoxybenzylthio)-2-methylpropyl]-4-methoxycarbonylthiazolidine-2-one). Isolated yield 40.9%. Reaction SMILES: [CH3:1][O:2][C:3](=[O:22])[C@H:4]([CH2:20][SH:21])[NH:5][CH2:6][C:7]([S:10][CH2:11][C:12]1[CH:17]=[CH:16][C:15]([O:18][CH3:19])=[CH:14][CH:13]=1)([CH3:9])[CH3:8].[C:23](N1C=CN=C1)(N1C=CN=C1)=[O:24].Cl>CN(C)C=O>[CH3:19][O:18][C:15]1[CH:14]=[CH:13][C:12]([CH2:11][S:10][C:7]([CH3:9])([CH3:8])[CH2:6][N:5]2[C@H:4]([C:3]([O:2][CH3:1])=[O:22])[CH2:20][S:21][C:23]2=[O:24])=[CH:17][CH:16]=1. Procedure: To a solution of N-[2-(4-methoxybenzylthio)-2-methylpropyl]-L-cysteine methyl ester (0.5 g) in dimethylformamide (10 ml), carbonyldiimidazole (0.28 g) was added and the mixture was stirred for 2.5 hours at 100°-110° C. 1N hydrochloric acid was added into the reaction mixture and the mixture was extracted with ethyl acetate. The organic layer was washed with 1N hydrochloric acid, water and then saturated sodium chloride solution, dried over magnesium sulfate, and concentrated in vacuo. The oily r... Starting materials: CNN (methylhydrazine), NC(=O)N (urea), 4b, NC1=NOC(=C1)C(C)(C)C (3-amino-5-tert-butylisoxazole), ClC(Cl)(OC(OC(Cl)(Cl)Cl)=O)Cl (triphosgene), Intermediate 3.1. Solvent: 1-PrOH, C(C)#N (acetonitril). The product is CN1N=CC2=C1C=CC=N2 (N1-methyl-pyrazolopyridine). The yield is 30.0%. As a reaction SMILES: N[C:2]1[CH:6]=[C:5]([C:7]([CH3:10])(C)C)O[N:3]=1.ClC(Cl)(OC(=O)OC(Cl)(Cl)Cl)Cl.N[C:24]([NH2:26])=O.[CH3:27][NH:28]N>C(#N)C>[CH3:27][N:28]1[C:6]2[CH:5]=[CH:7][CH:10]=[N:3][C:2]=2[CH:24]=[N:26]1. Procedure details: In analogy to GP 4b, 3-amino-5-tert-butylisoxazole (88.45 mg, 0.63 mmol, 1.23 eq.) was treated with triphosgene (59.44 mg, 0.2 mmol, 0.4 eq.) and Intermediate 3.1 (200 mg, 0.5 mmol, 1 eq.) in 10 mL acetonitril. The crude urea was subsequently cyclized with 48 μL methylhydrazine (0.91 mmol, 1.8 eq.) in 10 mL 1-PrOH to yield 80 mg of the N1-methyl-pyrazolopyridine (0.15 mmol, 30% yield over 2 steps).